This data is from the Open Reaction Database (ORD), a public repository of structured organic reaction records. The task is: describe an organic reaction: reactants, conditions, products, and yield Reactants: N([C@@H](CCC(N)=O)C(=O)N[C@@H](CC(C)C)C(=O)N[C@@H](CO)C(=O)N[C@@H](C)C(=O)OC)C(=O)OC(C)(C)C (Boc-Gln-Leu-Ser-Ala-OCH3), C(=O)(C(F)(F)F)O (TFA). Solvent: ClCCl (dichloromethane). Product: N[C@@H](CCC(N)=O)C(=O)N[C@@H](CC(C)C)C(=O)N[C@@H](CO)C(=O)N[C@@H](C)C(=O)OC (H-Gln-Leu-Ser-Ala-OCH3). As a reaction SMILES: [NH:1](C(OC(C)(C)C)=O)[C@H:2]([C:8]([NH:10][C@H:11]([C:16]([NH:18][C@H:19]([C:22]([NH:24][C@H:25]([C:27]([O:29][CH3:30])=[O:28])[CH3:26])=[O:23])[CH2:20][OH:21])=[O:17])[CH2:12][CH:13]([CH3:15])[CH3:14])=[O:9])[CH2:3][CH2:4][C:5](=[O:7])[NH2:6].C(O)(C(F)(F)F)=O>ClCCl>[NH2:1][C@H:2]([C:8]([NH:10][C@H:11]([C:16]([NH:18][C@H:19]([C:22]([NH:24][C@H:25]([C:27]([O:29][CH3:30])=[O:28])[CH3:26])=[O:23])[CH2:20][OH:21])=[O:17])[CH2:12][CH:13]([CH3:15])[CH3:14])=[O:9])[CH2:3][CH2:4][C:5](=[O:7])[NH2:6]. Procedure: 10.3 g (18.8 mM) of Boc-Gln-Leu-Ser-Ala-OCH3 are stirred for 35 mins. in 100 ml of dichloromethane containing 100 ml of TFA. The reaction medium is concentrated in vacuo to about 50 ml and poured over 300 ml of ether. The precipitate is drained, washed with ether and dried in vacuo.